This data is from the Open Reaction Database (ORD), a public repository of structured organic reaction records. The task is: describe an organic reaction: reactants, conditions, products, and yield Reactants: ClC1=C(C(=O)C2=CC=C(C=C2)Cl)C=CC=C1 (2,4′-dichlorobenzophenone), [BH4-].[Na+] (sodium borohydride). Run in CO (methanol). Reaction conditions: time 1 hour. The product is ClC1=C(C(C2=CC=C(C=C2)Cl)O)C=CC=C1 (2,4′-dichlorobenzhydrol). The yield is 77.9%. As a reaction SMILES: [Cl:1][C:2]1[CH:16]=[CH:15][CH:14]=[CH:13][C:3]=1[C:4]([C:6]1[CH:11]=[CH:10][C:9]([Cl:12])=[CH:8][CH:7]=1)=[O:5].[BH4-].[Na+]>CO>[Cl:1][C:2]1[CH:16]=[CH:15][CH:14]=[CH:13][C:3]=1[CH:4]([OH:5])[C:6]1[CH:7]=[CH:8][C:9]([Cl:12])=[CH:10][CH:11]=1 |f:1.2|. Procedure: To a stirred solution of 2,4′-dichlorobenzophenone (239 mmol) in methanol (400 mL) was added sodium borohydride (119 mmol) portionwise at 0° C. Reaction mixture was warmed to room temperature and stirred for 1 hour, then quenched with water and the methanol was removed under reduced pressure. The residue was diluted with dichloromethane (400 mL) and washed with water and brine, dried (MgSO4) and concentrated in vacuo to yield the product as an orange oil (47.1 g, 78%). Starting materials: FC(C(=O)O)(F)F (trifluoroacetic acid), FC(S(=O)(=O)O)(F)F (trifluoromethanesulfonic acid), COC1=CC=C(CS[C@H]2C[C@H](N(C2)C(=O)OCC2=CC=C(C=C2)[N+](=O)[O-])C(=O)N2CCN(CC2)CCOC(N)=O)C=C1 ((2S,4S)-4-(4-methoxybenzylthio)-2-[4-(2-carbamoyloxyethyl)-1-piperazinylcarbonyl]-1-(4-nitrobenzyloxycarbonyl)pyrrolidine). Run in C1(=CC=CC=C1)OC (anisole). Reaction conditions: time 1 hour. Product: FC(S(=O)(=O)O)(F)F.S[C@H]1C[C@H](N(C1)C(=O)OCC1=CC=C(C=C1)[N+](=O)[O-])C(=O)N1CCN(CC1)CCOC(N)=O ((2S,4S)-4-Mercapto-2-[4-(2-carbamoyloxyethyl)-1-piperazinylcarbonyl]-1-(4-nitrobenzyloxycarbonyl)pyrrolidine Trifluoromethanesulfonate). As a reaction SMILES: FC(F)(F)C(O)=O.[F:8][C:9]([F:15])([F:14])[S:10]([OH:13])(=[O:12])=[O:11].COC1C=CC(C[S:23][C@@H:24]2[CH2:28][N:27]([C:29]([O:31][CH2:32][C:33]3[CH:38]=[CH:37][C:36]([N+:39]([O-:41])=[O:40])=[CH:35][CH:34]=3)=[O:30])[C@H:26]([C:42]([N:44]3[CH2:49][CH2:48][N:47]([CH2:50][CH2:51][O:52][C:53](=[O:55])[NH2:54])[CH2:46][CH2:45]3)=[O:43])[CH2:25]2)=CC=1>C1(OC)C=CC=CC=1>[F:8][C:9]([F:15])([F:14])[S:10]([OH:13])(=[O:12])=[O:11].[SH:23][C@@H:24]1[CH2:28][N:27]([C:29]([O:31][CH2:32][C:33]2[CH:34]=[CH:35][C:36]([N+:39]([O-:41])=[O:40])=[CH:37][CH:38]=2)=[O:30])[C@H:26]([C:42]([N:44]2[CH2:45][CH2:46][N:47]([CH2:50][CH2:51][O:52][C:53](=[O:55])[NH2:54])[CH2:48][CH2:49]2)=[O:43])[CH2:25]1 |f:4.5|. Procedure: 2.67 ml of trifluoroacetic acid and 122 μl of trifluoromethanesulfonic acid were added, whilst ice-cooling, to a solution of 417 mg of (2S,4S)-4-(4-methoxybenzylthio)-2-[4-(2-carbamoyloxyethyl)-1-piperazinylcarbonyl]-1-(4-nitrobenzyloxycarbonyl)pyrrolidine [prepared as described in step (ii) above] in 753 μl of anisole, and the resulting mixture was stirred at the same temperature for 1 hour. At the end of this time, the solvent was removed by distillation under reduced pressure, and the residue... Reactants: ClCCNCCCl, N#CCc1ccc(Cl)cc1, [H-], [Na+], CN(C)C=O. Yields the product N#CC1(c2ccc(Cl)cc2)CCNCC1. Reaction SMILES: [Cl:11][CH2:12][CH2:13][NH:14][CH2:15][CH2:16][Cl:17].[Cl:1][c:2]1[cH:3][cH:4][c:5]([CH2:6][C:7]#[N:8])[cH:9][cH:10]1.[H-:19].[Na+:18].[O:20]=[CH:21][N:22]([CH3:23])[CH3:24]>>[Cl:1][c:2]1[cH:3][cH:4][c:5]([C:6]2([C:7]#[N:8])[CH2:12][CH2:13][NH:14][CH2:15][CH2:16]2)[cH:9][cH:10]1.